This data is from the Open Reaction Database (ORD), a public repository of structured organic reaction records. The task is: describe an organic reaction: reactants, conditions, products, and yield Starting materials: c12c(ccc(c1)Br)nccc2, c1c(n(nc1N)C)B1OC(C(O1)(C)C)(C)C. Reagents/catalysts: c1ccc(cc1)-c2c3ccccc3cc4ccccc24 (9-Phenylanthracene), [F-].[Cs+] (CsF), O (water), [Pd].C(P(C(C)(C)C)C(C)(C)C)(C)(C)C.C(P(C(C)(C)C)C(C)(C)C)(C)(C)C (Pd(P(tBu)3)2). Solvent: CO (MeOH). Conditions: temperature 80 celsius, time 18 hour. Yields the product Cn1ccc(Nc2ccc3ncccc3c2)n1. RXN SMILES: [CH3:1][n:2]1[c:7](B2OC(C)(C)C(C)(C)O2)[cH:6][c:4]([NH2:5])[n:3]1.Br[c:8]1[cH:17][c:16]([c:11]2[cH:10][cH:9]1)[cH:15][cH:14][cH:13][n:12]2>>[CH3:1][n:2]1[n:3][c:4]([NH:5][c:8]2[cH:17][c:16]([c:11]3[cH:10][cH:9]2)[cH:15][cH:14][cH:13][n:12]3)[cH:6][cH:7]1. Starting materials: CO, Cc1c(C(=O)O)cc(F)cc1[N+](=O)[O-], O=S(Cl)Cl. Yields the product COC(=O)c1cc(F)cc([N+](=O)[O-])c1C. Reaction SMILES: [CH3:19][OH:20].[F:1][c:2]1[cH:3][c:4]([N+:12](=[O:13])[O-:14])[c:5]([CH3:11])[c:6]([C:7](=[O:8])[OH:9])[cH:10]1.[S:15]([Cl:16])([Cl:17])=[O:18]>>[F:1][c:2]1[cH:3][c:4]([N+:12](=[O:13])[O-:14])[c:5]([CH3:11])[c:6]([C:7](=[O:8])[O:9][CH3:19])[cH:10]1. Starting materials: N1C=NC(=C1)C=1C(=NOC1C)C1=CC=CC=C1 (4-(1H-imidazol-4-yl)-5-methyl-3-phenyl-isoxazole), CC1=CC=C(C=C1)OB(O)C1=CC=CC=C1 (4-methylphenylphenylboronic acid). Yields the product CC1=C(C(=NO1)C1=CC=CC=C1)C=1N=CN(C1)C1=CC=C(C=C1)C (5-Methyl-3-phenyl-4-(1-p-tolyl-1H-imidazol-4-yl)-isoxazole). Isolated yield 60.5%. As a reaction SMILES: [NH:1]1[CH:5]=[C:4]([C:6]2[C:7]([C:12]3[CH:17]=[CH:16][CH:15]=[CH:14][CH:13]=3)=[N:8][O:9][C:10]=2[CH3:11])[N:3]=[CH:2]1.[CH3:18][C:19]1[CH:24]=[CH:23][C:22](OB(C2C=CC=CC=2)O)=[CH:21][CH:20]=1>>[CH3:11][C:10]1[O:9][N:8]=[C:7]([C:12]2[CH:13]=[CH:14][CH:15]=[CH:16][CH:17]=2)[C:6]=1[C:4]1[N:3]=[CH:2][N:1]([C:22]2[CH:23]=[CH:24][C:19]([CH3:18])=[CH:20][CH:21]=2)[CH:5]=1. Procedure details: As described for Example 3, 4-(1H-imidazol-4-yl)-5-methyl-3-phenyl-isoxazole (100 mg, 0.44 mmol) was converted, using 4-methylphenylphenylboronic acid (120 mg, 0.88 mmol) instead of 4-fluorophenylboronic acid, to the title compound (84 mg, 60%) which was obtained as an off-white solid. MS: m/e=316.1 [M+H]+. Starting materials: ClC=1N=NC=C2C1N(C(=C2C)C)CC=CCC (7-chloro-2,3-dimethyl-1-(2-pentenyl)pyrrolo[2,3-d]pyridazine), C(C1=CC=CC=C1)O (benzyl alcohol). The product is C(C1=CC=CC=C1)OC=1N=NC=C2C1N(C(=C2C)C)CC=CCC (7-Benzyloxy-2,3-dimethyl-1-(2-pentenyl)pyrrolo[2,3-d]pyridazine). Isolated yield 75.9%. As a reaction SMILES: Cl[C:2]1[N:3]=[N:4][CH:5]=[C:6]2[C:10]([CH3:11])=[C:9]([CH3:12])[N:8]([CH2:13][CH:14]=[CH:15][CH2:16][CH3:17])[C:7]=12.[CH2:18]([OH:25])[C:19]1[CH:24]=[CH:23][CH:22]=[CH:21][CH:20]=1>>[CH2:18]([O:25][C:2]1[N:3]=[N:4][CH:5]=[C:6]2[C:10]([CH3:11])=[C:9]([CH3:12])[N:8]([CH2:13][CH:14]=[CH:15][CH2:16][CH3:17])[C:7]=12)[C:19]1[CH:24]=[CH:23][CH:22]=[CH:21][CH:20]=1. Procedure: The title compound (trans) was prepared as a white powder in 75.9% yield in a similar procedure to that described in Example 1 by using 7-chloro-2,3-dimethyl-1-(2-pentenyl)pyrrolo[2,3-d]pyridazine (trans) and benzyl alcohol. As a reaction SMILES: [CH3:25][OH:26].[Cl:1][O:2][C:3]([CH3:4])([CH3:5])[CH3:6].[F:7][c:8]1[cH:9][cH:10][c:11]([N:14]([C:15](=[O:16])[NH2:17])[c:18]2[cH:19][cH:20][c:21]([F:24])[cH:22][cH:23]2)[cH:12][cH:13]1>>[Cl:1][NH:17][C:15]([N:14]([c:11]1[cH:10][cH:9][c:8]([F:7])[cH:13][cH:12]1)[c:18]1[cH:19][cH:20][c:21]([F:24])[cH:22][cH:23]1)=[O:16]. Starting materials: CO, CC(C)(C)OCl, NC(=O)N(c1ccc(F)cc1)c1ccc(F)cc1. Product: O=C(NCl)N(c1ccc(F)cc1)c1ccc(F)cc1. The reactants are CCCCCCC (heptane), [F-].C(CCC)[N+](CCCC)(CCCC)CCCC (tetrabutylammonium fluoride), [Si](C)(C)(C(C)(C)C)O[C@@H]1C[C@H](N(C1)C(=O)OC(C)(C)C)C ((2R,4R)-tert-butyl 4-(tert-butyldimethylsilyloxy)-2-methylpyrrolidine-1-carboxylate). The solvent is C1CCOC1 (THF). Conditions: time 3 hour. Yields the product OC1C[C@H](N(C1)C(=O)OC(C)(C)C)C ((2R)-tert-butyl 4-hydroxy-2-methylpyrrolidine-1-carboxylate). Yield: 92.9%. Reaction SMILES: [F-].C([N+](CCCC)(CCCC)CCCC)CCC.[Si]([O:26][C@H:27]1[CH2:31][N:30]([C:32]([O:34][C:35]([CH3:38])([CH3:37])[CH3:36])=[O:33])[C@H:29]([CH3:39])[CH2:28]1)(C(C)(C)C)(C)C.CCCCCCC>C1COCC1>[OH:26][CH:27]1[CH2:31][N:30]([C:32]([O:34][C:35]([CH3:38])([CH3:37])[CH3:36])=[O:33])[C@H:29]([CH3:39])[CH2:28]1 |f:0.1|. Procedure: A solution of tetrabutylammonium fluoride (1M in THF, 28 mL) was added to a solution of (2R,4R)-tert-butyl 4-(tert-butyldimethylsilyloxy)-2-methylpyrrolidine-1-carboxylate (3.87 g, 12.27 mmol) in THF (10 mL). The reaction mixture was stirred at ambient temperature for about 3 hours. The solvent was removed in vacuo and the residue partitioned between EtOAc and water. The aqueous phase was further extracted with EtOAc (3×100 mL). The combined organic extracts were dried over magnesium sulfate, fi...